This data is from the Open Reaction Database (ORD), a public repository of structured organic reaction records. The task is: describe an organic reaction: reactants, conditions, products, and yield The product is CCCCCC(=O)OCCl. Reaction SMILES: [C:13](=[O:14])([CH2:15][CH2:16][CH2:17][CH2:18][CH3:19])[Cl:20].[CH3:5][CH2:6][CH2:7][CH2:8][CH2:9][C:10]([OH:11])=[O:12].[S:1]([Cl:2])([Cl:3])=[O:4]>>[CH3:5][CH2:6][CH2:7][CH2:8][CH2:9][C:10]([O:11][CH2:13][Cl:20])=[O:12]. Reactants: CCCCCC(=O)Cl, CCCCCC(=O)O, O=S(Cl)Cl. Reactants: N(=O)[O-].[Na+] (sodium nitrite), NC=1C(=C(C(=O)OCC)C=CC1)OCCCC(=O)OCC (ethyl 3-amino-2-(3-ethoxycarbonyl-propoxy)benzoate), CCOC(=S)[S-].[K+] (potassium xanthogenate), diazonium salt, [OH-].[K+] (potassium hydroxide). Run in C(C)O (ethanol), O (water), Cl (hydrochloric acid), Cl (hydrochloric acid), O (water). The product is SC=1C(=C(C(=O)O)C=CC1)OCCCC(=O)O (3-mercapto-2-(3-carboxypropoxy)benzoic acid). The yield is 91.4%. Reaction SMILES: N[C:2]1[C:3]([O:13][CH2:14][CH2:15][CH2:16][C:17]([O:19]CC)=[O:18])=[C:4]([CH:10]=[CH:11][CH:12]=1)[C:5]([O:7]CC)=[O:6].N([O-])=O.[Na+].CCOC([S-])=[S:30].[K+].[OH-].[K+]>Cl.O.C(O)C>[SH:30][C:2]1[C:3]([O:13][CH2:14][CH2:15][CH2:16][C:17]([OH:19])=[O:18])=[C:4]([CH:10]=[CH:11][CH:12]=1)[C:5]([OH:7])=[O:6] |f:1.2,3.4,5.6|. Reported procedure: A solution of ethyl 3-amino-2-(3-ethoxycarbonyl-propoxy)benzoate (8.93 g) in conc. hydrochloric acid (4.8 ml) was cooled in an ice bath. To this solution was added dropwise a solution of sodium nitrite (2.11 g) in water (5 ml) at 5° C. On the other hand, a solution of potassium xanthogenate (5.83 g) in water (7.6 ml) was heated at 50° C. To this solution was added dropwise the above solution of the diazonium salt at 50-55° C. The reaction mixture was cooled to room temperature and was extracted ... Starting materials: ClC1=C(C=CC=C1Cl)OC (2,3-dichloroanisole), FC=1C=C(C(=O)Cl)C=CC1 (3-fluorobenzoyl chloride), [Al+3].[Cl-].[Cl-].[Cl-] (AlCl3). Product: ClC1=C(C(=O)C2=CC(=CC=C2)F)C=CC(=C1Cl)O (2,3-dichloro-4-hydroxy-3'-fluorobenzophenone). As a reaction SMILES: [Cl:1][C:2]1[C:7]([Cl:8])=[CH:6][CH:5]=[CH:4][C:3]=1[O:9]C.[F:11][C:12]1[CH:13]=[C:14]([CH:18]=[CH:19][CH:20]=1)[C:15](Cl)=[O:16].[Al+3].[Cl-].[Cl-].[Cl-]>>[Cl:8][C:7]1[C:2]([Cl:1])=[C:3]([OH:9])[CH:4]=[CH:5][C:6]=1[C:15]([C:14]1[CH:18]=[CH:19][CH:20]=[C:12]([F:11])[CH:13]=1)=[O:16] |f:2.3.4.5|. Procedure: The Friedel-Crafts reaction described in the foregoing examples is repeated with 2,3-dichloroanisole, 3-fluorobenzoyl chloride and AlCl3 to yield 2,3-dichloro-4-hydroxy-3'-fluorobenzophenone. Starting materials: O=C([O-])O, [Na+], O=P(Cl)(Cl)Cl, O=c1[nH]ccn2cccc12. Yields the product Clc1nccn2cccc12. RXN SMILES: [C:16](=[O:17])([OH:18])[O-:19].[Na+:20].[P:11]([Cl:12])([Cl:13])([Cl:14])=[O:15].[c:1]1(=[O:10])[c:2]2[n:3]([cH:4][cH:5][nH:6]1)[cH:7][cH:8][cH:9]2>>[c:1]1([Cl:13])[c:2]2[n:3]([cH:4][cH:5][n:6]1)[cH:7][cH:8][cH:9]2.